Dataset: the Open Reaction Database (ORD), a public repository of structured organic reaction records. Task: describe an organic reaction: reactants, conditions, products, and yield Reactants: C(C)C1=C(N)C=CC=C1 (2-ethylaniline), C1(=CC=CC=C1)S(=O)(=O)N1C=C(C=2C1=NC=CC2)C2=NC(=NC=C2)Cl (1-benzenesulfonyl-3-(2-chloro-pyrimidin-4-yl)-1H-pyrrolo[2,3-b]pyridine). Yields the product C(C)C1=C(C=CC=C1)NC1=NC=CC(=N1)C1=CNC2=NC=CC=C21 ((2-Ethylphenyl)-[4-(1H-pyrrolo[2,3-b]pyridin-3-yl)-pyrimidin-2-yl]-amine). The yield is 51.7%. As a reaction SMILES: [CH2:1]([C:3]1[CH:9]=[CH:8][CH:7]=[CH:6][C:4]=1[NH2:5])[CH3:2].C1(S([N:19]2[C:23]3=[N:24][CH:25]=[CH:26][CH:27]=[C:22]3[C:21]([C:28]3[CH:33]=[CH:32][N:31]=[C:30](Cl)[N:29]=3)=[CH:20]2)(=O)=O)C=CC=CC=1>>[CH2:1]([C:3]1[CH:9]=[CH:8][CH:7]=[CH:6][C:4]=1[NH:5][C:30]1[N:29]=[C:28]([C:21]2[C:22]3[C:23](=[N:24][CH:25]=[CH:26][CH:27]=3)[NH:19][CH:20]=2)[CH:33]=[CH:32][N:31]=1)[CH3:2]. Reported procedure: Using the procedure of example 1, 2-ethylaniline (98 mg) was reacted with compound 1f (100 mg) to provide compound 32 (44 mg, 52%). 1H NMR (400 MHz, CD3OD) δ 8.48 (d, J=8.0 Hz, 1H), 8.21-8.18 (m, 3H), 7.51 (d, J=7.2 Hz, 1H), 7.35 (d, J=7.2 Hz, 1H), 7.27 (m, 2H), 7.14 (d, J=5.2 Hz, 1H), 7.03 (dd, J=8.0 Hz, 4.8 Hz, 1H), 2.71 (q, J=7.6 Hz, 2H), 1.20 (t, J=7.6 Hz, 3H). MS (ESI) m/z: 316 (M+H)+.